Dataset: the Open Reaction Database (ORD), a public repository of structured organic reaction records. Task: describe an organic reaction: reactants, conditions, products, and yield Starting materials: CCCCCC, CCO, COC(=O)CCSCc1ccc(-c2nocc2NC(=O)OC(C)c2ccccc2Cl)cc1. The product is CC(OC(=O)Nc1conc1-c1ccc(CSCCC(=O)O)cc1)c1ccccc1Cl. As a reaction SMILES: [CH3:33][CH2:34][CH2:35][CH2:36][CH2:37][CH3:38].[CH3:39][CH2:40][OH:41].[Cl:1][c:2]1[c:3]([CH:8]([CH3:9])[O:10][C:11](=[O:12])[NH:13][c:14]2[c:15](-[c:19]3[cH:20][cH:21][c:22]([CH2:23][S:24][CH2:25][CH2:26][C:27](=[O:28])[O:29][CH3:30])[cH:31][cH:32]3)[n:16][o:17][cH:18]2)[cH:4][cH:5][cH:6][cH:7]1>>[Cl:1][c:2]1[c:3]([CH:8]([CH3:9])[O:10][C:11](=[O:12])[NH:13][c:14]2[c:15](-[c:19]3[cH:20][cH:21][c:22]([CH2:23][S:24][CH2:25][CH2:26][C:27](=[O:28])[OH:29])[cH:31][cH:32]3)[n:16][o:17][cH:18]2)[cH:4][cH:5][cH:6][cH:7]1. The reactants are CC1(C)OB(c2ccc(Cc3nc(-c4ccc(Cl)cc4Cl)cn3-c3cccc(N4CC(=O)N(COCC[Si](C)(C)C)S4(=O)=O)c3)cc2)OC1(C)C, Clc1ccc(Cl)nn1. Yields the product C[Si](C)(C)CCOCN1C(=O)CN(c2cccc(-n3cc(-c4ccc(Cl)cc4Cl)nc3Cc3ccc(-c4ccc(Cl)nn4)cc3)c2)S1(=O)=O. As a reaction SMILES: [Cl:1][c:2]1[c:3](-[c:9]2[n:10][c:11]([CH2:36][c:37]3[cH:38][cH:39][c:40]([B:43]4[O:44][C:45]([CH3:46])([CH3:47])[C:48]([CH3:49])([CH3:50])[O:51]4)[cH:41][cH:42]3)[n:12](-[c:14]3[cH:15][c:16]([N:20]4[CH2:21][C:22](=[O:35])[N:23]([CH2:27][O:28][CH2:29][CH2:30][Si:31]([CH3:32])([CH3:33])[CH3:34])[S:24]4(=[O:25])=[O:26])[cH:17][cH:18][cH:19]3)[cH:13]2)[cH:4][cH:5][c:6]([Cl:8])[cH:7]1.[Cl:52][c:53]1[n:54][n:55][c:56]([Cl:59])[cH:57][cH:58]1>>[Cl:1][c:2]1[c:3](-[c:9]2[n:10][c:11]([CH2:36][c:37]3[cH:38][cH:39][c:40](-[c:56]4[n:55][n:54][c:53]([Cl:52])[cH:58][cH:57]4)[cH:41][cH:42]3)[n:12](-[c:14]3[cH:15][c:16]([N:20]4[CH2:21][C:22](=[O:35])[N:23]([CH2:27][O:28][CH2:29][CH2:30][Si:31]([CH3:32])([CH3:33])[CH3:34])[S:24]4(=[O:25])=[O:26])[cH:17][cH:18][cH:19]3)[cH:13]2)[cH:4][cH:5][c:6]([Cl:8])[cH:7]1. Starting materials: O (H2O), ClC1=CC=C(CNC(=O)C=2C(=C3C(=NC2)C=C(S3)I)O)C=C1 (N-(4-chlorobenzyl)-7-hydroxy-2-iodothieno[3,2-b]pyridine-6-carboxamide), CI (CH3I), C(=O)([O-])[O-].[K+].[K+] (K2CO3). Run in CN(C)C=O (DMF). Reaction conditions: temperature 90 celsius. The product is ClC1=CC=C(CNC(=O)C=2C(C3=C(N(C2)C)C=C(S3)I)=O)C=C1 (N-(4-chlorobenzyl)-2-iodo-4-methyl-7-oxo-4,7-dihydrothieno[3,2-b]pyridine-6-carboxamide). Isolated yield 74.0%. RXN SMILES: [Cl:1][C:2]1[CH:22]=[CH:21][C:5]([CH2:6][NH:7][C:8]([C:10]2[C:11]([OH:20])=[C:12]3[S:18][C:17]([I:19])=[CH:16][C:13]3=[N:14][CH:15]=2)=[O:9])=[CH:4][CH:3]=1.[C:23]([O-])([O-])=O.[K+].[K+].CI.O>CN(C=O)C>[Cl:1][C:2]1[CH:3]=[CH:4][C:5]([CH2:6][NH:7][C:8]([C:10]2[C:11](=[O:20])[C:12]3[S:18][C:17]([I:19])=[CH:16][C:13]=3[N:14]([CH3:23])[CH:15]=2)=[O:9])=[CH:21][CH:22]=1 |f:1.2.3|. Procedure: To a stirring mixture of N-(4-chlorobenzyl)-7-hydroxy-2-iodothieno[3,2-b]pyridine-6-carboxamide (0.50 g, 1.12 mmol) in DMF (20 mL) in a pressure tube was added K2CO3 (0.31 g, 2.25 mmol). To the resulting suspension was added CH3I (0.335g, 2.36 mmol), the vessel capped and heated at 90° C. for 16 h. The resulting dark suspension was cooled to ambient temperature and poured into H2O (100 mL). The aqueous solution was extracted with CH2Cl2 (3×100 mL). The organic layers were combined, dried over Mg... Starting materials: OC(C1=C(C(=C(C=2C(COC21)C2=CC=C(C=C2)C(C)C)C)NC(CC(C)(C)C)=O)C)C2=CC=CC=C2 (N-(7-(Hydroxy(phenyl)methyl)-3-(4-isopropylphenyl)-4,6-dimethyl-2,3-dihydro-1-benzofuran-5-yl)-3,3-dimethylbutanamide). The reagents and catalysts are [Pd] (palladium on carbon). Solvent: C(C)(=O)O (acetic acid). The product is C(C1=CC=CC=C1)C1=C(C(=C(C=2C(COC21)C2=CC=C(C=C2)C(C)C)C)NC(CC(C)(C)C)=O)C (N-(7-Benzyl-3-(4-isopropylphenyl)-4,6-dimethyl-2,3-dihydro-1-benzofuran-5-yl)-3,3-dimethylbutanamide). The yield is 66.9%. As a reaction SMILES: O[CH:2]([C:31]1[CH:36]=[CH:35][CH:34]=[CH:33][CH:32]=1)[C:3]1[C:11]2[O:10][CH2:9][CH:8]([C:12]3[CH:17]=[CH:16][C:15]([CH:18]([CH3:20])[CH3:19])=[CH:14][CH:13]=3)[C:7]=2[C:6]([CH3:21])=[C:5]([NH:22][C:23](=[O:29])[CH2:24][C:25]([CH3:28])([CH3:27])[CH3:26])[C:4]=1[CH3:30]>[Pd].C(O)(=O)C>[CH2:2]([C:3]1[C:11]2[O:10][CH2:9][CH:8]([C:12]3[CH:13]=[CH:14][C:15]([CH:18]([CH3:20])[CH3:19])=[CH:16][CH:17]=3)[C:7]=2[C:6]([CH3:21])=[C:5]([NH:22][C:23](=[O:29])[CH2:24][C:25]([CH3:28])([CH3:27])[CH3:26])[C:4]=1[CH3:30])[C:31]1[CH:32]=[CH:33][CH:34]=[CH:35][CH:36]=1. Reported procedure: A solution of N-(7-(hydroxy(phenyl)methyl)-3-(4-isopropylphenyl)-4,6-dimethyl-2,3-dihydro-1-benzofuran-5-yl)-3,3-dimethylbutanamide (512 mg, 1.05 mmol) obtained in Example 94 and 10% palladium on carbon (water content: 50%, 50 mg) in acetic acid (20 mL) was stirred at 80° C. for 1.5 hours under hydrogen atmosphere. The catalyst was removed and the reaction solution was concentrated under reduced pressure. Water was added to the residue and the product was extracted with ethyl acetate. The organi...